Dataset: the Open Reaction Database (ORD), a public repository of structured organic reaction records. Task: describe an organic reaction: reactants, conditions, products, and yield Starting materials: C(CCC)(O)O (butanediol), SC(CC(=O)O)C (3-mercaptobutanoic acid), O.C1(=CC=C(C=C1)S(=O)(=O)O)C (p-toluenesulfonic acid monohydrate). The solvent is C1(=CC=CC=C1)C (toluene). Reaction conditions: temperature 140 celsius. Product: SC(CC(=O)OC(CCC)OC(CC(C)S)=O)C (butanediol bis(3-mercaptobutyrate)). RXN SMILES: [CH:1](O)([OH:5])[CH2:2][CH2:3][CH3:4].[SH:7][CH:8]([CH3:13])[CH2:9][C:10]([OH:12])=[O:11].[OH2:14].C1(C)[CH:20]=[CH:19][C:18]([S:21](O)(=O)=O)=[CH:17]C=1>C1(C)C=CC=CC=1>[SH:7][CH:8]([CH3:13])[CH2:9][C:10]([O:12][CH:1]([O:5][C:20](=[O:14])[CH2:19][CH:18]([SH:21])[CH3:17])[CH2:2][CH2:3][CH3:4])=[O:11] |f:2.3|. Procedure: In a 300 ml egg plant type flask, 20 g (222 mmol) of butanediol (available from Wako Pure Chemical Industries, Ltd.), 58.7 g (488 mmol) of 3-mercaptobutanoic acid (available from Yodo Chemical Co., Ltd.), 2.78 g (14.6 mmol) of p-toluenesulfonic acid monohydrate (available from Junsei Chemical Co., Ltd.) and 100 g of toluene (available from Junsei Chemical Co., Ltd.) were placed, and a Dean-Stark device and a cooling tube were installed. The contents in the flask were heated at an oil bath temper... Reactants: [OH-].[K+] (potassium hydroxide), S(O)(O)(=O)=O (sulphuric acid), CC1(CCC(C=2SC(=CC21)C(=CC2=CC=C(C(=O)OCC)C=C2)C)(C)C)C (ethyl p-[2-(4,5,6,7-tetrahydro-4,4,7,7-tetramethylbenzo[b]thien-2-yl)propenyl]benzoate), ice water. Run in O (water), C(C)O (ethanol). Reaction conditions: temperature 50 celsius, time 3 hour. Yields the product CC1(CCC(C=2SC(=CC21)/C(=C/C2=CC=C(C(=O)O)C=C2)/C)(C)C)C (p-[(E)-2-(4,5,6,7-tetrahydro-4,4,7,7-tetramethylbenzo[b]thien-2-yl)propenyl]benzoic acid). Yield: 86.3%. RXN SMILES: [CH3:1][C:2]1([CH3:27])[C:10]2[CH:9]=[C:8]([C:11]([CH3:24])=[CH:12][C:13]3[CH:23]=[CH:22][C:16]([C:17]([O:19]CC)=[O:18])=[CH:15][CH:14]=3)[S:7][C:6]=2[C:5]([CH3:26])([CH3:25])[CH2:4][CH2:3]1.[OH-].[K+].S(=O)(=O)(O)O>C(O)C.O>[CH3:1][C:2]1([CH3:27])[C:10]2[CH:9]=[C:8](/[C:11](/[CH3:24])=[CH:12]/[C:13]3[CH:14]=[CH:15][C:16]([C:17]([OH:19])=[O:18])=[CH:22][CH:23]=3)[S:7][C:6]=2[C:5]([CH3:26])([CH3:25])[CH2:4][CH2:3]1 |f:1.2|. Procedure details: 3.0 g of ethyl p-[2-(4,5,6,7-tetrahydro-4,4,7,7-tetramethylbenzo[b]thien-2-yl)propenyl]benzoate are dissolved in 100 ml of ethanol and the solution is treated with a solution of 3.9 g of potassium hydroxide in 20 ml of water. After stirring at 50° C. for 3 hours, the mixture is cooled, poured into ice-water and acidified with 2N sulphuric acid. The mixture is extracted with ethyl acetate, the organic phase is washed with water, dried over sodium sulphate and evaporated. After recrystallization o...